From a dataset of the Open Reaction Database (ORD), a public repository of structured organic reaction records. describe an organic reaction: reactants, conditions, products, and yield The reactants are C(C)OC(CCCCCC[C@H]1C(CC[C@@H]1C=CC(CCCCC)=O)=O)=O (9,15-dioxo-13-prostenoic acid ethyl ester), C1=CC=CC=C1 (benzene), C(CO)O (ethyleneglycol), O.C1(=CC=C(C=C1)S(=O)(=O)O)C (p-toluenesulphonic acid monohydrate). Solvent: O (water). Product: C(C)OC(CCCCCC[C@H]1CCC[C@@H]1C=CC12C(CCCC)(OCCO1)OCCO2)=O (15,15-bis-(ethylenedioxy)-13-prostenoic acid ethyl ester). RXN SMILES: [CH2:1]([O:3][C:4](=[O:26])[CH2:5][CH2:6][CH2:7][CH2:8][CH2:9][CH2:10][C@@H:11]1[C@@H:15]([CH:16]=[CH:17][C:18](=[O:24])[CH2:19][CH2:20][CH2:21][CH2:22][CH3:23])[CH2:14][CH2:13][C:12]1=O)[CH3:2].[CH:27]1[CH:32]=CC=CC=1.[CH2:33]([OH:36])[CH2:34][OH:35].O.C1(C)C=CC(S(O)(=O)=[O:45])=CC=1>O>[CH2:1]([O:3][C:4](=[O:26])[CH2:5][CH2:6][CH2:7][CH2:8][CH2:9][CH2:10][C@@H:11]1[C@@H:15]([CH:16]=[CH:17][C:18]23[O:36][CH2:33][CH2:34][O:35][C:19]2([O:45][CH2:32][CH2:27][O:24]3)[CH2:20][CH2:21][CH2:22][CH3:23])[CH2:14][CH2:13][CH2:12]1)[CH3:2] |f:3.4|. Reported procedure: A mixture of 500 mg of 9,15-dioxo-13-prostenoic acid ethyl ester, 15 ml of dry benzene, 1 ml of ethyleneglycol and 5 mg of p-toluenesulphonic acid monohydrate is boiled for 16 hours on a water separator. After cooling, the mixture is diluted with 100 ml of diethyl and washed with aqueous NaHCO3 solution and water. The organic phase is dried over Na2SO4 and the solvent is distilled. After chromatographic purification of the residue (silica gel/diisopropyl ether), 9,9;15,15-bis-(ethylenedioxy)-13-... Reactants: [Al+3], C1CCOC1, CCOCC, CCOC(=O)c1cc(-c2ccc(Cl)cc2)n(-c2ccc(OC)cc2)n1, [H-], [H-], [H-], [H-], [Li+], [Mg+2], [Na+], O=S(=O)([O-])[O-], [OH-], O. Yields the product COc1ccc(-n2nc(CO)cc2-c2ccc(Cl)cc2)cc1. As a reaction SMILES: [Al+3:27].[CH2:38]1[O:39][CH2:40][CH2:41][CH2:42]1.[CH3:43][CH2:44][O:45][CH2:46][CH3:47].[Cl:1][c:2]1[cH:3][cH:4][c:5](-[c:8]2[cH:9][c:10]([C:21](=[O:22])[O:23][CH2:24][CH3:25])[n:11][n:12]2-[c:13]2[cH:14][cH:15][c:16]([O:19][CH3:20])[cH:17][cH:18]2)[cH:6][cH:7]1.[H-:26].[H-:29].[H-:30].[H-:31].[Li+:28].[Mg+2:32].[Na+:50].[O-:33][S:34]([O-:35])(=[O:36])=[O:37].[OH-:49].[OH2:48]>>[Cl:1][c:2]1[cH:3][cH:4][c:5](-[c:8]2[cH:9][c:10]([CH2:21][OH:22])[n:11][n:12]2-[c:13]2[cH:14][cH:15][c:16]([O:19][CH3:20])[cH:17][cH:18]2)[cH:6][cH:7]1. Starting materials: COc1ccc(Cn2cnnn2)cc1C(=O)O, CN(C)C=O, ClCCl, O=C(Cl)C(=O)Cl. The product is COc1ccc(Cn2cnnn2)cc1C(=O)Cl. Reaction SMILES: [CH3:1][O:2][c:3]1[c:4]([C:5](=[O:6])[OH:7])[cH:8][c:9]([CH2:12][n:13]2[n:14][n:15][n:16][cH:17]2)[cH:10][cH:11]1.[CH3:27][N:28]([CH3:29])[CH:30]=[O:31].[Cl:18][CH2:19][Cl:20].[Cl:21][C:22]([C:23]([Cl:24])=[O:25])=[O:26]>>[CH3:1][O:2][c:3]1[c:4]([C:5](=[O:6])[Cl:18])[cH:8][c:9]([CH2:12][n:13]2[n:14][n:15][n:16][cH:17]2)[cH:10][cH:11]1. The reactants are FC1=CC(=C(C(=O)O)C=C1F)[N+](=O)[O-] (4,5-Difluoro-2-nitrobenzoic acid), [OH-].[K+] (KOH), Cl (HCl). Solvent: O (water), O (water). Conditions: temperature 50 celsius, time 0.5 hour. Yields the product desired product, FC1=CC(=C(C(=O)O)C=C1O)[N+](=O)[O-] (4-fluoro-5-hydroxy-2-nitrobenzoic acid). Isolated yield 85.0%. Reaction SMILES: [F:1][C:2]1[C:10](F)=[CH:9][C:5]([C:6]([OH:8])=[O:7])=[C:4]([N+:12]([O-:14])=[O:13])[CH:3]=1.[OH-:15].[K+].Cl>O>[F:1][C:2]1[C:10]([OH:15])=[CH:9][C:5]([C:6]([OH:8])=[O:7])=[C:4]([N+:12]([O-:14])=[O:13])[CH:3]=1 |f:1.2|. Procedure: To a 1 L reactor equipped with mechanical stirrer, addition funnel, thermocouple, reflux condenser and nitrogen inlet was charged 4,5-Difluoro-2-nitrobenzoic acid (82 g, 0.4 mol, 1 eq) and water (120 mL) to form a suspension. The suspension was heated to about 50° C. Solution of KOH in water (45 wt. %, 161 g, 1.3 mol, 3.25 eq) was slowly added over about 20 min so that the temperature of the exothermic reaction mixture was kept at 80-90° C. After addition, the mixture was stirred at about 80° C....